Dataset: the Open Reaction Database (ORD), a public repository of structured organic reaction records. Task: describe an organic reaction: reactants, conditions, products, and yield The reactants are CO, [K+], CC(C)(C)OC(=O)N1CCC(=O)CC1, [OH-], c1cnc2[nH]ccc2c1. Product: CC(C)(C)OC(=O)N1CC=C(c2c[nH]c3ncccc23)CC1. RXN SMILES: [CH3:26][OH:27].[K+:2].[O:12]=[C:13]1[CH2:14][CH2:15][N:16]([C:19](=[O:20])[O:21][C:22]([CH3:23])([CH3:24])[CH3:25])[CH2:17][CH2:18]1.[OH-:1].[nH:3]1[cH:4][cH:5][c:6]2[c:7]1[n:8][cH:9][cH:10][cH:11]2>>[nH:3]1[cH:4][c:5]([C:13]2=[CH:14][CH2:15][N:16]([C:19](=[O:20])[O:21][C:22]([CH3:23])([CH3:24])[CH3:25])[CH2:17][CH2:18]2)[c:6]2[c:7]1[n:8][cH:9][cH:10][cH:11]2. Starting materials: ClC1=NN(CC1)C=1C=NC=CC1 (3-(3-chloro-4,5-dihydro-1H-pyrazol-1-yl)pyridine), crude product, [OH-].[K+] (potassium hydroxide). Reagents/catalysts: [Fe-3](C#N)(C#N)(C#N)(C#N)(C#N)C#N.[K+].[K+].[K+] (potassium ferricyanide). The solvent is O (Water), C(C)#N (acetonitrile), O (water), O (water). Run at temperature 60 celsius, time 1.5 hour. The product is ClC1=NN(C=C1)C=1C=NC=CC1 (3-(3-Chloro-1H-pyrazol-1-yl)pyridine). Isolated yield 69.1%. As a reaction SMILES: [Cl:1][C:2]1[CH2:6][CH2:5][N:4]([C:7]2[CH:8]=[N:9][CH:10]=[CH:11][CH:12]=2)[N:3]=1.[OH-].[K+]>O.C(#N)C.[Fe-3](C#N)(C#N)(C#N)(C#N)(C#N)C#N.[K+].[K+].[K+]>[Cl:1][C:2]1[CH:6]=[CH:5][N:4]([C:7]2[CH:8]=[N:9][CH:10]=[CH:11][CH:12]=2)[N:3]=1 |f:1.2,5.6.7.8|. Reported procedure: Crude 3-(3-chloro-4,5-dihydro-1H-pyrazol-1-yl)pyridine (54.1 g, 232 mmol, 77.8% purity) was introduced into a 3 L three-neck round bottom flask. Water (530 mL) was then added. The mixture was heated to 60° C. and a potassium hydroxide solution (165 g, 2940 mmol) in water (500 mL) was added. The dark brown mixture was heated to 90° C. A potassium ferricyanide solution (253 g, 768 mmol) in water (700 mL) was added slowly over 30 minutes leading to brown-red mixture. The mixture was stirred at 90° ...